Dataset: the Open Reaction Database (ORD), a public repository of structured organic reaction records. Task: describe an organic reaction: reactants, conditions, products, and yield The reactants are Oc1ccc2cc(-c3csc(-c4ccccc4)n3)ccc2c1Br, COC(=O)CBr, O=C([O-])[O-], CC(C)=O, [Cs+], [Cs+]. Yields the product COC(=O)COc1ccc2cc(-c3csc(-c4ccccc4)n3)ccc2c1Br. As a reaction SMILES: [Br:1][c:2]1[c:3]([OH:23])[cH:4][cH:5][c:6]2[cH:7][c:8](-[c:12]3[n:13][c:14](-[c:17]4[cH:18][cH:19][cH:20][cH:21][cH:22]4)[s:15][cH:16]3)[cH:9][cH:10][c:11]12.[Br:24][CH2:25][C:26](=[O:27])[O:28][CH3:29].[C:30](=[O:31])([O-:32])[O-:33].[CH3:36][C:37](=[O:38])[CH3:39].[Cs+:34].[Cs+:35]>>[Br:1][c:2]1[c:3]([O:23][CH2:25][C:26](=[O:27])[O:28][CH3:29])[cH:4][cH:5][c:6]2[cH:7][c:8](-[c:12]3[n:13][c:14](-[c:17]4[cH:18][cH:19][cH:20][cH:21][cH:22]4)[s:15][cH:16]3)[cH:9][cH:10][c:11]12. Starting materials: ClC1=C(C(=CC=C1)F)C1=NN(C(N1)=O)C1=CC=C(C(=O)OC)C=C1 (methyl 4-[3-(2-chloro-6-fluorophenyl)-5-oxo-4,5-dihydro-1H-1,2,4-triazol-1-yl]benzoate), [OH-].[Na+] (sodium hydroxide). The solvent is O (water), C1CCOC1 (THF), O (water). Run at time 3 hour. Product: ClC1=C(C(=CC=C1)F)C1=NN(C(N1)=O)C1=CC=C(C(=O)O)C=C1 (4-[3-(2-chloro-6-fluorophenyl)-5-oxo-4,5-dihydro-1H-1,2,4-triazol-1-yl]benzoic acid). Isolated yield 52.0%. As a reaction SMILES: [Cl:1][C:2]1[CH:7]=[CH:6][CH:5]=[C:4]([F:8])[C:3]=1[C:9]1[NH:13][C:12](=[O:14])[N:11]([C:15]2[CH:24]=[CH:23][C:18]([C:19]([O:21]C)=[O:20])=[CH:17][CH:16]=2)[N:10]=1.[OH-].[Na+]>C1COCC1.O>[Cl:1][C:2]1[CH:7]=[CH:6][CH:5]=[C:4]([F:8])[C:3]=1[C:9]1[NH:13][C:12](=[O:14])[N:11]([C:15]2[CH:24]=[CH:23][C:18]([C:19]([OH:21])=[O:20])=[CH:17][CH:16]=2)[N:10]=1 |f:1.2|. Reported procedure: To a solution of methyl 4-[3-(2-chloro-6-fluorophenyl)-5-oxo-4,5-dihydro-1H-1,2,4-triazol-1-yl]benzoate (2.0 g, 5.76 mmol) in THF: water (5 mL:10 mL) was added sodium hydroxide (0.691 g, 17.27 mmol). The reaction mass was stirred at RT for 3 h. The reaction mass was diluted with water and washed the aqueous layer with diethyl ether and toluene. The aqueous layer was cooled to 15° C. and acidified with dilute HCl. The reaction mass was filtered off to afford 1.0 g of desired product. 1H NMR (300 ...